describe an organic reaction: reactants, conditions, products, and yield From a dataset of the Open Reaction Database (ORD), a public repository of structured organic reaction records. Reactants: CCOC(C)=O, [H][H], Nc1c(C(=O)c2ccccc2OCc2ccccc2)oc2ccc(Cl)cc12. The product is Nc1c(C(=O)c2ccccc2O)oc2ccc(Cl)cc12. RXN SMILES: [CH3:30][CH2:31][O:32][C:33](=[O:34])[CH3:35].[H:28][H:29].[NH2:1][c:2]1[c:3]([C:12]([c:13]2[c:14]([O:19][CH2:20][c:21]3[cH:22][cH:23][cH:24][cH:25][cH:26]3)[cH:15][cH:16][cH:17][cH:18]2)=[O:27])[o:4][c:5]2[c:6]1[cH:7][c:8]([Cl:11])[cH:9][cH:10]2>>[NH2:1][c:2]1[c:3]([C:12]([c:13]2[c:14]([OH:19])[cH:15][cH:16][cH:17][cH:18]2)=[O:27])[o:4][c:5]2[c:6]1[cH:7][c:8]([Cl:11])[cH:9][cH:10]2. Reactants: O=C(NCC1CN(c2ccc(N3CCOCC3=O)cc2)C(=O)O1)c1ccc(Cl)s1, O=C(Cl)CCl, [H-], [Na+], CN(C)C=O, O. Yields the product O=C(CCl)N(CC1CN(c2ccc(N3CCOCC3=O)cc2)C(=O)O1)C(=O)c1ccc(Cl)s1. Reaction SMILES: [Cl:1][c:2]1[cH:3][cH:4][c:5]([C:7](=[O:8])[NH:9][CH2:10][CH:11]2[CH2:12][N:13]([c:17]3[cH:18][cH:19][c:20]([N:23]4[C:24](=[O:29])[CH2:25][O:26][CH2:27][CH2:28]4)[cH:21][cH:22]3)[C:14](=[O:16])[O:15]2)[s:6]1.[Cl:37][CH2:38][C:39](=[O:40])[Cl:41].[H-:35].[Na+:36].[O:30]=[CH:31][N:32]([CH3:33])[CH3:34].[OH2:42]>>[Cl:1][c:2]1[cH:3][cH:4][c:5]([C:7](=[O:8])[N:9]([CH2:10][CH:11]2[CH2:12][N:13]([c:17]3[cH:18][cH:19][c:20]([N:23]4[C:24](=[O:29])[CH2:25][O:26][CH2:27][CH2:28]4)[cH:21][cH:22]3)[C:14](=[O:16])[O:15]2)[C:39]([CH2:38][Cl:37])=[O:40])[s:6]1. The reactants are C1=CC=CC=C1 (benzene), COC=1C=CC2=C(C1)C(=CC=N2)[C@H]([C@@H]3C[C@@H]4CCN3C[C@@H]4C=C)O (quinine), C(C)(=O)OCC (ethyl acetate). The product is [C@@H]1(CCCC2=CC=CC=C12)C(=O)O ((S)-1,2,3,4-tetrahydro-1-naphthoic acid). Reaction SMILES: CO[C:3]1[CH:4]=[CH:5][C:6]2N=[CH:11][CH:10]=[C:9]([C@@H](O)[C@H]3N4C[C@H](C=C)[C@@H](CC4)C3)[C:7]=2[CH:8]=1.C1C=CC=CC=1.[C:31]([O:34]CC)(=[O:33])[CH3:32]>>[C@@H:32]1([C:31]([OH:34])=[O:33])[C:8]2[C:7](=[CH:6][CH:5]=[CH:4][CH:3]=2)[CH2:9][CH2:10][CH2:11]1. Procedure details: The quinine salt was suspended in 180 mL of ethyl acetate and the suspension was washed with 1N hydrochloric acid (2×92 mL). The mixture was then dried (NaSO4), filtered and concentrated. The residue was dissolved in hexane and crystallized to give (S)-1,2,3,4-tetrahydro-1-naphthoic acid (14.27 g 0.08 mol), m.p. 54°-56° C. α!D -62.76° (c=1.0165, benzene). The reactants are [OH-].[K+] (Potassium hydroxide), [OH-].[K+] (KOH), C(C1=CC=CC=C1)OCC(C#C[Si](C)(C)C)(C)C (4-benzyloxy-3,3-dimethyl-1-trimethylsilylbut-1-yne), phase, [OH-].[K+] (potassium hydroxide). The solvent is O (water), O (water), CO (methanol), Hexanes, CO (methanol), O (water). Reaction conditions: temperature 5 celsius, time 3.5 hour. Yields the product C(C1=CC=CC=C1)OCC(C#C)(C)C (4-Benzyloxy-3,3-dimethylbut-1-yne). RXN SMILES: [OH-].[K+].[CH2:3]([O:10][CH2:11][C:12]([CH3:20])([CH3:19])[C:13]#[C:14][Si](C)(C)C)[C:4]1[CH:9]=[CH:8][CH:7]=[CH:6][CH:5]=1>CO.O>[CH2:3]([O:10][CH2:11][C:12]([CH3:20])([CH3:19])[C:13]#[CH:14])[C:4]1[CH:9]=[CH:8][CH:7]=[CH:6][CH:5]=1 |f:0.1|. Procedure details: A 30 L jacketed reactor was charged with methanol (6 vol) which was then cooled to 5° C. Potassium hydroxide (85%, 1.3 equiv) was added to the reactor. A 15-20° C. exotherm was observed as the potassium hydroxide dissolved. The jacket temperature was set to 25° C. A solution of 4-benzyloxy-3,3-dimethyl-1-trimethylsilylbut-1-yne (1.0 equiv) in methanol (2 vol) was added and the resulting mixture was stirred until reaction completion, as monitored by HPLC. Typical reaction time at 25° C. is 3-4 h.... Reactants: CN(C)c1ccncc1, Cc1ccccc1, CCOC(C)=O, CCN(C(C)C)C(C)C, CC(O)(CO)Cn1cc([N+](=O)[O-])nc1Cl, O=C(Cl)N1CCC(Nc2ccc(C(F)(F)F)cc2)CC1. The product is CC(O)(COC(=O)N1CCC(Nc2ccc(C(F)(F)F)cc2)CC1)Cn1cc([N+](=O)[O-])nc1Cl. Reaction SMILES: [CH3:45][N:46]([CH3:47])[c:48]1[cH:49][cH:50][n:51][cH:52][cH:53]1.[CH3:54][c:55]1[cH:56][cH:57][cH:58][cH:59][cH:60]1.[CH3:61][CH2:62][O:63][C:64](=[O:65])[CH3:66].[CH:16]([N:17]([CH2:18][CH3:19])[CH:20]([CH3:21])[CH3:22])([CH3:23])[CH3:24].[Cl:1][c:2]1[n:3]([CH2:10][C:11]([CH2:12][OH:13])([CH3:14])[OH:15])[cH:4][c:5]([N+:7](=[O:8])[O-:9])[n:6]1.[F:25][C:26]([c:27]1[cH:28][cH:29][c:30]([NH:33][CH:34]2[CH2:35][CH2:36][N:37]([C:40](=[O:41])[Cl:42])[CH2:38][CH2:39]2)[cH:31][cH:32]1)([F:43])[F:44]>>[Cl:1][c:2]1[n:3]([CH2:10][C:11]([CH2:12][O:13][C:40]([N:37]2[CH2:36][CH2:35][CH:34]([NH:33][c:30]3[cH:29][cH:28][c:27]([C:26]([F:25])([F:43])[F:44])[cH:32][cH:31]3)[CH2:39][CH2:38]2)=[O:41])([CH3:14])[OH:15])[cH:4][c:5]([N+:7](=[O:8])[O-:9])[n:6]1. The reactants are N1CCC(CC1)C1=CC=C(C=C1)S(=O)(=O)N (4-(4-piperidinyl)benzensulphonamide), product, ClC1=NC=CC(=C1)[N+](=O)[O-] (2-chloro-4-nitropyridine). Run in N1=CC=CC=C1 (pyridine). Yields the product [N+](=O)([O-])C1=CC(=NC=C1)N1CCC(CC1)C1=CC=C(C=C1)S(=O)(=O)N (4-[1-(4-Nitropyrid-2-yl)piperidin-4-yl]benzenesulphonamide). Reaction SMILES: [NH:1]1[CH2:6][CH2:5][CH:4]([C:7]2[CH:12]=[CH:11][C:10]([S:13]([NH2:16])(=[O:15])=[O:14])=[CH:9][CH:8]=2)[CH2:3][CH2:2]1.Cl[C:18]1[CH:23]=[C:22]([N+:24]([O-:26])=[O:25])[CH:21]=[CH:20][N:19]=1>N1C=CC=CC=1>[N+:24]([C:22]1[CH:21]=[CH:20][N:19]=[C:18]([N:1]2[CH2:6][CH2:5][CH:4]([C:7]3[CH:12]=[CH:11][C:10]([S:13]([NH2:16])(=[O:14])=[O:15])=[CH:9][CH:8]=3)[CH2:3][CH2:2]2)[CH:23]=1)([O-:26])=[O:25]. Procedure details: A solution of 4-(4-piperidinyl)benzensulphonamide [the product of Example 2(iii)] (0.46 g) and 2-chloro-4-nitropyridine (0.30 g) in pyridine (10 ml) was heated under reflux for 5 hours and then evaporated. The residue was partitioned between dichloromethane and 10% aqueous sodium carbonate solution. The aqueous layer was extracted several times with dichloromethane nd the combined organic extracts were dried (MgSO4) and evaporated. The residue was chromatographed on silica gel. Elution with dich... The reactants are NC=1SC2=C(N1)C=CC(=C2)O (2-Amino-benzothiazol-6-ol), N(=NC(=O)OCC)C(=O)OCC (diethyl azodicarboxylate), OCCN1CCOCC1 (4-(2-hydroxyethyl)morpholine), C1(=CC=CC=C1)P(C1=CC=CC=C1)C1=CC=CC=C1 (triphenylphosphine). Solvent: C1CCOC1 (THF). Conditions: time 3.5 hour. Yields the product N1(CCOCC1)CCOC1=CC2=C(N=C(S2)N)C=C1 (6-(2-Morpholin-4-yl-ethoxy)-benzothiazol-2-ylamine). Yield: 95.7%. As a reaction SMILES: [NH2:1][C:2]1[S:3][C:4]2[CH:10]=[C:9]([OH:11])[CH:8]=[CH:7][C:5]=2[N:6]=1.O[CH2:13][CH2:14][N:15]1[CH2:20][CH2:19][O:18][CH2:17][CH2:16]1.C1(P(C2C=CC=CC=2)C2C=CC=CC=2)C=CC=CC=1.N(C(OCC)=O)=NC(OCC)=O>C1COCC1>[N:15]1([CH2:14][CH2:13][O:11][C:9]2[CH:8]=[CH:7][C:5]3[N:6]=[C:2]([NH2:1])[S:3][C:4]=3[CH:10]=2)[CH2:20][CH2:19][O:18][CH2:17][CH2:16]1. Procedure details: To a solution of benzothiazole 225 (3.62 g, 21.8 mmol) in THF at room temperature under nitrogen, were successively added 4-(2-hydroxyethyl)morpholine (3.17 mL, 26.1 mmol), triphenylphosphine (7.43 g, 28.3 mmol) followed by a dropwise addition of diethyl azodicarboxylate (4.46 mL, 28.3 mmol). The solution was stirred for 3.5 h and THF was partially removed in vacuo. The mixture was partitioned between ethyl acetate and H2O. The combined organic layers were extracted with 1N HCl. The combined aci... The reactants are COC(=O)c1ccc2c(c1)CC(C)(C)C(c1ccccc1NS(=O)(=O)c1ccc(F)cc1)N2, [Na+], C1CCOC1, [OH-]. Product: CC1(C)Cc2cc(C(=O)O)ccc2NC1c1ccccc1NS(=O)(=O)c1ccc(F)cc1. RXN SMILES: [F:1][c:2]1[cH:3][cH:4][c:5]([S:8](=[O:9])(=[O:10])[NH:11][c:12]2[c:13]([CH:18]3[NH:19][c:20]4[cH:21][cH:22][c:23]([C:30](=[O:31])[O:32][CH3:33])[cH:24][c:25]4[CH2:26][C:27]3([CH3:28])[CH3:29])[cH:14][cH:15][cH:16][cH:17]2)[cH:6][cH:7]1.[Na+:35].[O:36]1[CH2:37][CH2:38][CH2:39][CH2:40]1.[OH-:34]>>[F:1][c:2]1[cH:3][cH:4][c:5]([S:8](=[O:9])(=[O:10])[NH:11][c:12]2[c:13]([CH:18]3[NH:19][c:20]4[cH:21][cH:22][c:23]([C:30](=[O:31])[OH:32])[cH:24][c:25]4[CH2:26][C:27]3([CH3:28])[CH3:29])[cH:14][cH:15][cH:16][cH:17]2)[cH:6][cH:7]1. Yields the product CC(O)C(=O)N1CCN(Cc2cc3nc(-c4cnc(N)nc4)nc(N4CCOCC4)c3s2)CC1. Starting materials: CC1(C)OB(c2cnc(N)nc2)OC1(C)C, CC(O)C(=O)N1CCN(Cc2cc3nc(Cl)nc(N4CCOCC4)c3s2)CC1. As a reaction SMILES: [CH3:29][C:30]1([CH3:31])[C:32]([CH3:33])([CH3:34])[O:35][B:36]([c:37]2[cH:38][n:39][c:40]([NH2:43])[n:41][cH:42]2)[O:44]1.[Cl:1][c:2]1[n:3][c:4]([N:23]2[CH2:24][CH2:25][O:26][CH2:27][CH2:28]2)[c:5]2[c:6]([n:7]1)[cH:8][c:9]([CH2:11][N:12]1[CH2:13][CH2:14][N:15]([C:18]([CH:19]([CH3:20])[OH:21])=[O:22])[CH2:16][CH2:17]1)[s:10]2>>[c:2]1(-[c:37]2[cH:38][n:39][c:40]([NH2:43])[n:41][cH:42]2)[n:3][c:4]([N:23]2[CH2:24][CH2:25][O:26][CH2:27][CH2:28]2)[c:5]2[c:6]([n:7]1)[cH:8][c:9]([CH2:11][N:12]1[CH2:13][CH2:14][N:15]([C:18]([CH:19]([CH3:20])[OH:21])=[O:22])[CH2:16][CH2:17]1)[s:10]2.